From a dataset of the Open Reaction Database (ORD), a public repository of structured organic reaction records. describe an organic reaction: reactants, conditions, products, and yield The reactants are [Na].C(N)(=O)C=1N=NNC1S (4-carbamoyl-1,2,3-triazole-5-thiol sodium salt), CC(=O)OCC1=C(N2[C@@H]([C@@H](C2=O)N)SC1)C(=O)O (7-aminocephalosporanic acid). The product is NC1[C@@H]2N(C(=C(CS2)CSC2=C(N=NN2)C(N)=O)C(=O)O)C1=O (7-amino-3-(4-carbamoyl-1,2,3-triazol-5-ylthiomethyl)-3-cephem-4-carboxylic acid). Reaction SMILES: [Na].[C:2]([C:5]1[N:6]=[N:7][NH:8][C:9]=1[SH:10])(=[O:4])[NH2:3].CC(O[CH2:15][C:16]1[CH2:25][S:24][C@@H:19]2[C@H:20]([NH2:23])[C:21](=[O:22])[N:18]2[C:17]=1[C:26]([OH:28])=[O:27])=O>>[NH2:23][CH:20]1[C:21](=[O:22])[N:18]2[C:17]([C:26]([OH:28])=[O:27])=[C:16]([CH2:15][S:10][C:9]3[NH:8][N:7]=[N:6][C:5]=3[C:2](=[O:4])[NH2:3])[CH2:25][S:24][C@H:19]12 |f:0.1,^1:0|. Procedure: Reaction of 4-carbamoyl-1,2,3-triazole-5-thiol sodium salt and 7-aminocephalosporanic acid as described hereinabove gives the title compound.